Dataset: the Open Reaction Database (ORD), a public repository of structured organic reaction records. Task: describe an organic reaction: reactants, conditions, products, and yield Reactants: C[C@]12CC[C@@H]3C=4C=CC(=CC4CC[C@H]3[C@@H]1CC[C@@H]2O)O (Estradiol), N1=CC=CC=C1 (pyridine), O1CCCC1 (tetrahydrofuran), C(C)(=O)OC(C)=O (acetic anhydride). Product: CC(=O)O[C@H]1CC[C@@H]2[C@@]1(CC[C@H]3[C@H]2CCC4=C3C=CC(=C4)OC(=O)C)C (estradiol-3,17β-diacetate). RXN SMILES: [CH3:1][C@@:2]12[C@@H:18]([OH:19])[CH2:17][CH2:16][C@H:15]1[C@H:14]1[C@@H:5]([C:6]3[CH:7]=[CH:8][C:9]([OH:20])=[CH:10][C:11]=3[CH2:12][CH2:13]1)[CH2:4][CH2:3]2.N1C=CC=CC=1.[C:27](OC(=O)C)(=[O:29])[CH3:28].[O:34]1CC[CH2:36][CH2:35]1>>[CH3:28][C:27]([O:19][C@@H:18]1[C@@:2]2([CH3:1])[CH2:3][CH2:4][C@@H:5]3[C:6]4[CH:7]=[CH:8][C:9]([O:20][C:35]([CH3:36])=[O:34])=[CH:10][C:11]=4[CH2:12][CH2:13][C@H:14]3[C@@H:15]2[CH2:16][CH2:17]1)=[O:29]. Reported procedure: Estradiol (50 g), pyridine (90 g), and dry tetrahydrofuran (400 ml) were placed in a four-neck flask (1 liter). Then, acetic anhydride (94 g) was added thereto and the mixture was refluxed for 6 hours under stirring. The pyridine in the solution was concentrated to about ≠ volume. Then, ethyl acetate (400 ml) and distilled water (300 ml) were added, and the mixture was shaken for extraction. The organic layer was washed two times with equal volumes of distilled water. The organic layer was dried... Starting materials: C(C)(C)(C)OC(NC1=C(C=C(C=C1)OC)NC(CC(C1=CC(=CC=C1)C1=CC=NC=C1)=O)=O)=O ({4-methoxy-2-[3-oxo-3-(3-pyridin-4-yl-phenyl)-propionylamino]-phenyl}-carbamic acid tert-butyl ester), C(=O)(C(F)(F)F)O (TFA). Solvent: C(Cl)Cl (CH2Cl2). The product is COC=1C=CC2=C(NC(CC(=N2)C2=CC(=CC=C2)C2=CC=NC=C2)=O)C1 (8-Methoxy-4-(3-pyridin-4-yl-phenyl)-1,3-dihydro-benzo[b][1,4]diazepin-2-one), solid. RXN SMILES: C(OC(=O)[NH:7][C:8]1[CH:13]=[CH:12][C:11]([O:14][CH3:15])=[CH:10][C:9]=1[NH:16][C:17](=[O:33])[CH2:18][C:19](=O)[C:20]1[CH:25]=[CH:24][CH:23]=[C:22]([C:26]2[CH:31]=[CH:30][N:29]=[CH:28][CH:27]=2)[CH:21]=1)(C)(C)C.C(O)(C(F)(F)F)=O>C(Cl)Cl>[CH3:15][O:14][C:11]1[CH:12]=[CH:13][C:8]2[N:7]=[C:19]([C:20]3[CH:25]=[CH:24][CH:23]=[C:22]([C:26]4[CH:31]=[CH:30][N:29]=[CH:28][CH:27]=4)[CH:21]=3)[CH2:18][C:17](=[O:33])[NH:16][C:9]=2[CH:10]=1. Reported procedure: The title compound was prepared from {4-methoxy-2-[3-oxo-3-(3-pyridin-4-yl-phenyl)-propionylamino]-phenyl}-carbamic acid tert-butyl ester (Example M34) by treatment with TFA in CH2Cl2 according to the general procedure N. Obtained as a light yellow solid (160 mg). The reactants are BrCc1ccc2ccccc2c1, COc1cc2c(cc1OC)CC(=O)N(CC1CCCNC1)CC2. The product is COc1cc2c(cc1OC)CC(=O)N(CC1CCCN(Cc3ccc4ccccc4c3)C1)CC2. RXN SMILES: [Br:24][CH2:25][c:26]1[cH:27][c:28]2[cH:29][cH:30][cH:31][cH:32][c:33]2[cH:34][cH:35]1.[NH:1]1[CH2:2][CH:3]([CH2:7][N:8]2[CH2:9][CH2:10][c:11]3[c:12]([cH:16][c:17]([O:22][CH3:23])[c:18]([O:20][CH3:21])[cH:19]3)[CH2:13][C:14]2=[O:15])[CH2:4][CH2:5][CH2:6]1>>[N:1]1([CH2:25][c:26]2[cH:27][c:28]3[cH:29][cH:30][cH:31][cH:32][c:33]3[cH:34][cH:35]2)[CH2:2][CH:3]([CH2:7][N:8]2[CH2:9][CH2:10][c:11]3[c:12]([cH:16][c:17]([O:22][CH3:23])[c:18]([O:20][CH3:21])[cH:19]3)[CH2:13][C:14]2=[O:15])[CH2:4][CH2:5][CH2:6]1. Reactants: ClC1=NC=CC(=C1)C#N (2-chloro-4-pyridinenitrile), C(CCC)[Sn](C=1N=CN(C1)C(C1=CC=CC=C1)(C1=CC=CC=C1)C1=CC=CC=C1)(CCCC)CCCC (4-(tributylstannyl)-1-tritylimidazole). Product: C1(=CC=CC=C1)C(N1C=NC(=C1)C1=NC=CC(=C1)C#N)(C1=CC=CC=C1)C1=CC=CC=C1 (2-[1-(triphenylmethyl)-1H-imidazol-4-yl]pyridine-4-carbonitrile). Yield: 77.0%. Reaction SMILES: Cl[C:2]1[CH:7]=[C:6]([C:8]#[N:9])[CH:5]=[CH:4][N:3]=1.C([Sn](CCCC)(CCCC)[C:15]1[N:16]=[CH:17][N:18]([C:20]([C:33]2[CH:38]=[CH:37][CH:36]=[CH:35][CH:34]=2)([C:27]2[CH:32]=[CH:31][CH:30]=[CH:29][CH:28]=2)[C:21]2[CH:26]=[CH:25][CH:24]=[CH:23][CH:22]=2)[CH:19]=1)CCC>>[C:33]1([C:20]([C:21]2[CH:22]=[CH:23][CH:24]=[CH:25][CH:26]=2)([C:27]2[CH:28]=[CH:29][CH:30]=[CH:31][CH:32]=2)[N:18]2[CH:19]=[C:15]([C:2]3[CH:7]=[C:6]([C:8]#[N:9])[CH:5]=[CH:4][N:3]=3)[N:16]=[CH:17]2)[CH:38]=[CH:37][CH:36]=[CH:35][CH:34]=1. Procedure: The title compound was prepared in 77% yield from 2-chloro-4-pyridinenitrile and 4-(tributylstannyl)-1-tritylimidazole according to the procedure for Example 1, part A. 1H NMR (400 MHz, DMSO-d6): δ 7.17 (5H, m), 7.40-7.47 (10H, m), 7.49 (1H, d, J=1.2 Hz), 7.62 (1H, d, J=1.3 Hz), 7.65 (1H, dd, J=1.5 Hz and 5.0 Hz), 8.13 (1H, s), 8.67 (1H, d, 5.0 Hz). The product is C1(C2=C(OC1)C=CC1=CC=CC=C12)=O (1,2-Dihydronaphtho[2,1-b]furan-1-one). Yield: 97.4%. RXN SMILES: [CH:1]1[C:10]2[C:5](=[CH:6][CH:7]=[CH:8][CH:9]=2)[CH:4]=[CH:3][C:2]=1[O:11][CH2:12][C:13]([OH:15])=O.C(Cl)(=O)C(Cl)=O.[Cl-].[Al+3].[Cl-].[Cl-]>>[C:13]1(=[O:15])[CH2:12][O:11][C:2]2[CH:3]=[CH:4][C:5]3[C:10]([C:1]1=2)=[CH:9][CH:8]=[CH:7][CH:6]=3 |f:2.3.4.5|. The reactants are C1=C(C=CC2=CC=CC=C12)OCC(=O)O (2-(2-naphthoxy)acetic acid), C(C(=O)Cl)(=O)Cl (oxalyl chloride), [Cl-].[Al+3].[Cl-].[Cl-] (aluminium chloride). Run at time 1 hour. Reported procedure: A mixture of 2-(2-naphthoxy)acetic acid (3.06 g, 15.1 mmol) and oxalyl chloride (7 mL, 80.3 mmol) was heated at reflux for 45 min, then allowed to cool and concentrated under reduced pressure. The residue was dissolved in toluene, and to this was added aluminium chloride (2.40 g, 18.1 mmol). The resulting mixture was stirred at room temperature for 1 h, then poured into ice. The organic phase was separated and washed with saturated aqueous NaCl. Removal of the solvent in vacuo provided the title... Starting materials: O=C([O-])[O-], Cc1csc(Nc2cc(Oc3c(F)cccc3F)c(O)cn2)n1, CI, [K+], [K+], CN(C)C=O. The product is COc1cnc(Nc2nc(C)cs2)cc1Oc1c(F)cccc1F. Reaction SMILES: [C:26](=[O:27])([O-:28])[O-:29].[F:3][c:4]1[c:5]([O:6][c:7]2[c:8]([OH:20])[cH:9][n:10][c:11]([NH:13][c:14]3[s:15][cH:16][c:17]([CH3:19])[n:18]3)[cH:12]2)[c:21]([F:25])[cH:22][cH:23][cH:24]1.[I:1][CH3:2].[K+:30].[K+:31].[O:32]=[CH:33][N:34]([CH3:35])[CH3:36]>>[F:3][c:4]1[c:5]([O:6][c:7]2[c:8]([O:20][CH3:26])[cH:9][n:10][c:11]([NH:13][c:14]3[s:15][cH:16][c:17]([CH3:19])[n:18]3)[cH:12]2)[c:21]([F:25])[cH:22][cH:23][cH:24]1. Reactants: COC1=CC=2C[C@H]([C@H]3[C@H]4CCC([C@@]4(C)CC[C@@H]3C2C=C1)=O)C ((7α,14β)-3-methoxy-7-methylestra-1,3,5(10)-trien-17-one), [Cl-].[NH4+] (ammonium chloride), C[Si](C)(C)[N-][Si](C)(C)C.[Li+] (lithium bis(trimethylsilyl)amide), IC (iodomethane). Solvent: O1CCCC1 (tetrahydrofuran), O1CCCC1 (tetrahydrofuran). Reaction conditions: time 45 minute. The product is COC1=CC=2C[C@H]([C@H]3[C@H]4C[C@@H](C([C@@]4(C)CC[C@@H]3C2C=C1)=O)C)C ((7α,14β,16β)-3-methoxy-7,16-dimethylestra-1,3,5(10)-trien-17-one). As a reaction SMILES: C[Si]([N-][Si](C)(C)C)(C)C.[Li+].[CH3:11][O:12][C:13]1[CH:30]=[CH:29][C:28]2[C@@H:27]3[C@H:18]([C@@H:19]4[C@@:23]([CH2:25][CH2:26]3)([CH3:24])[C:22](=[O:31])[CH2:21][CH2:20]4)[C@H:17]([CH3:32])[CH2:16][C:15]=2[CH:14]=1.I[CH3:34].[Cl-].[NH4+]>O1CCCC1>[CH3:11][O:12][C:13]1[CH:30]=[CH:29][C:28]2[C@@H:27]3[C@H:18]([C@@H:19]4[C@@:23]([CH2:25][CH2:26]3)([CH3:24])[C:22](=[O:31])[C@@H:21]([CH3:34])[CH2:20]4)[C@H:17]([CH3:32])[CH2:16][C:15]=2[CH:14]=1 |f:0.1,4.5|. Procedure: i)—A solution of lithium bis(trimethylsilyl)amide (55.5 mmol) in tetrahydrofuran (96 ml) was cooled to 40° C. A solution of (7α,14β)-3-methoxy-7-methylestra-1,3,5(10)-trien-17-one (Example 4, step ii; 15.0 g) in dry tetrahydrofuran (66 ml) was added dropwise and the reaction mixture was stirred for 45 min. Then, at −30° C., iodomethane (6.3 ml) was added and stirring was continued for 1 h (−30<T −20° C.). The mixture was poured into a saturated aqueous solution of ammonium chloride and the produ... Reactants: N(=O)OC(C)(C)C (t-Butyl nitrite), O (water), Cl (hydrochloric acid), C(C)OC(=O)C=1C=C(C=CC1)NC1=NC=CC(=N1)C1=C(N=C(S1)N)C(F)(F)F (N-[3-ethoxycarbonyl-phenyl]-4-(2-amino-4-trifluoromethyl-5-thiazolyl)-2-pyrimidineamine), cupric chloride. The solvent is C(Cl)(Cl)Cl (chloroform), C(C)#N (acetonitrile). Reaction conditions: time 3 hour. Yields the product C(C)OC(=O)C=1C=C(C=CC1)NC1=NC=CC(=N1)C1=C(N=C(S1)Cl)C(F)(F)F (N-[3-ethoxycarbonyl-phenyl]-4-[2-chloro-4-trifluoromethyl-5-thiazolyl]-2-pyrimidineamine). Reaction SMILES: N(OC(C)(C)C)=O.[CH2:8]([O:10][C:11]([C:13]1[CH:14]=[C:15]([NH:19][C:20]2[N:25]=[C:24]([C:26]3[S:30][C:29](N)=[N:28][C:27]=3[C:32]([F:35])([F:34])[F:33])[CH:23]=[CH:22][N:21]=2)[CH:16]=[CH:17][CH:18]=1)=[O:12])[CH3:9].O.[ClH:37]>C(#N)C.C(Cl)(Cl)Cl>[CH2:8]([O:10][C:11]([C:13]1[CH:14]=[C:15]([NH:19][C:20]2[N:25]=[C:24]([C:26]3[S:30][C:29]([Cl:37])=[N:28][C:27]=3[C:32]([F:35])([F:34])[F:33])[CH:23]=[CH:22][N:21]=2)[CH:16]=[CH:17][CH:18]=1)=[O:12])[CH3:9]. Procedure details: t-Butyl nitrite (0.87 mL, 6.54 mmol) is added drop-wise to a suspension of N-[3-ethoxycarbonyl-phenyl]-4-(2-amino-4-trifluoromethyl-5-thiazolyl)-2-pyrimidineamine (1.34g, 3.27 mmol) and anhydrous cupric chloride (925 mg, 6.55 mmol) in acetonitrile (15 mL) over 0.5 hours. After stirring at room temperature for 3 hours, water and chloroform are added and the mixture is made acidic with 12N hydrochloric acid. The layers are separated and the aqueous layer is extracted with chloroform. The combined ...